Dataset: the Open Reaction Database (ORD), a public repository of structured organic reaction records. Task: describe an organic reaction: reactants, conditions, products, and yield Starting materials: NC(=O)SC(C(=O)O)c1ccc(C2CCCCC2)c(Cl)c1, NC(=O)Cl, CCNC(=O)Cl, CCN(CC)C(=O)Cl, CCNC(=O)SC(C(=O)O)c1ccc(C2CCCCC2)c(Cl)c1, CN(C)C(=O)Cl, CN(C)C(=O)SC(C(=O)O)c1ccc(C2CCCCC2)c(Cl)c1. Yields the product CCN(CC)C(=O)SC(C(=O)O)c1ccc(C2CCCCC2)c(Cl)c1. As a reaction SMILES: [C:25](=[O:26])([NH2:27])[S:28][CH:29]([C:30](=[O:31])[OH:32])[c:33]1[cH:34][c:35]([Cl:45])[c:36]([CH:39]2[CH2:40][CH2:41][CH2:42][CH2:43][CH2:44]2)[cH:37][cH:38]1.[C:9]([Cl:10])(=[O:11])[NH2:12].[CH2:13]([NH:14][C:15]([Cl:16])=[O:17])[CH3:18].[CH2:1]([CH3:2])[N:3]([C:4](=[O:5])[Cl:6])[CH2:7][CH3:8].[CH2:46]([NH:47][C:48]([S:49][CH:50]([c:51]1[cH:52][cH:53][c:54]([CH:55]2[CH2:56][CH2:57][CH2:58][CH2:59][CH2:60]2)[c:61]([Cl:62])[cH:63]1)[C:64]([OH:65])=[O:66])=[O:67])[CH3:68].[CH3:19][N:20]([CH3:21])[C:22]([Cl:23])=[O:24].[CH3:69][N:70]([CH3:71])[C:72]([S:73][CH:74]([c:75]1[cH:76][cH:77][c:78]([CH:79]2[CH2:80][CH2:81][CH2:82][CH2:83][CH2:84]2)[c:85]([Cl:86])[cH:87]1)[C:88]([OH:89])=[O:90])=[O:91]>>[CH2:1]([CH3:2])[N:3]([C:4](=[O:5])[S:28][CH:29]([C:30](=[O:31])[OH:32])[c:33]1[cH:34][c:35]([Cl:45])[c:36]([CH:39]2[CH2:40][CH2:41][CH2:42][CH2:43][CH2:44]2)[cH:37][cH:38]1)[CH2:7][CH3:8].